The task is: describe an organic reaction: reactants, conditions, products, and yield. This data is from the Open Reaction Database (ORD), a public repository of structured organic reaction records. The reagents and catalysts are [Cu]I (Copper(I) iodide). Starting materials: N1=C(C=CC=C1)C(=O)O (picolinic acid), NC1=NC=CC=C1C1=CC=C(C=C1)O (4-(2-aminopyridin-3-yl)phenol), P(=O)([O-])([O-])[O-].[K+].[K+].[K+] (tripotassium phosphate), BrC1=C(C=C(C=C1)C(F)(F)F)C (1-bromo-2-methyl-4-(trifluoromethyl)benzene). Run in CS(=O)C (DMSO). Reported procedure: Copper(I) iodide (102 mg) was added to a mixture of picolinic acid (66.1 mg), 4-(2-aminopyridin-3-yl)phenol (500 mg), tripotassium phosphate (1710 mg), 1-bromo-2-methyl-4-(trifluoromethyl)benzene (770 mg) and DMSO (8 mL). The mixture was stirred at 130° C. under nitrogen for 5 hr. Activated carbon was added and the insoluble solid was removed by filtration through NH-silica gel/Celite pad (eluted with EtOAc). Water was added and the extracted organic layer was washed with brine. Silica-gel was a... Reaction SMILES: N1C=CC=CC=1C(O)=O.[NH2:10][C:11]1[C:16]([C:17]2[CH:22]=[CH:21][C:20]([OH:23])=[CH:19][CH:18]=2)=[CH:15][CH:14]=[CH:13][N:12]=1.P([O-])([O-])([O-])=O.[K+].[K+].[K+].Br[C:33]1[CH:38]=[CH:37][C:36]([C:39]([F:42])([F:41])[F:40])=[CH:35][C:34]=1[CH3:43]>[Cu]I.CS(C)=O>[CH3:43][C:34]1[CH:35]=[C:36]([C:39]([F:40])([F:41])[F:42])[CH:37]=[CH:38][C:33]=1[O:23][C:20]1[CH:21]=[CH:22][C:17]([C:16]2[C:11]([NH2:10])=[N:12][CH:13]=[CH:14][CH:15]=2)=[CH:18][CH:19]=1 |f:2.3.4.5|. Isolated yield 52.9%. Product: CC1=C(OC2=CC=C(C=C2)C=2C(=NC=CC2)N)C=CC(=C1)C(F)(F)F (3-(4-(2-methyl-4-(trifluoromethyl)phenoxy)phenyl)pyridin-2-amine). Conditions: temperature 130 celsius, time 5 hour. As a reaction SMILES: [N+:1]([C:4]1[CH:12]=[CH:11][CH:10]=[C:9]2[C:5]=1[CH:6]=[N:7][NH:8]2)([O-:3])=[O:2].C(=O)([O-])[O-].[K+].[K+].Cl.Cl[CH2:21][CH2:22][N:23]1[CH2:28][CH2:27][CH2:26][CH2:25][CH2:24]1>CN(C)C=O>[N+:1]([C:4]1[C:5]2[C:9]([CH:10]=[CH:11][CH:12]=1)=[N:8][N:7]([CH2:21][CH2:22][N:23]1[CH2:28][CH2:27][CH2:26][CH2:25][CH2:24]1)[CH:6]=2)([O-:3])=[O:2] |f:1.2.3,4.5|. Solvent: CN(C=O)C (N,N-dimethylformamide). Yields the product [N+](=O)([O-])C=1C2=CN(N=C2C=CC1)CCN1CCCCC1 (4-nitro-2-(2-piperidin-1-ylethyl)-2H-indazole). Reactants: C([O-])([O-])=O.[K+].[K+] (potassium carbonate), [N+](=O)([O-])C1=C2C=NNC2=CC=C1 (4-Nitroindazole), Cl.ClCCN1CCCCC1 (1-(2-chloro-ethyl)-piperidine hydrochloride). Reported procedure: 4-Nitroindazole (1.00 g, 6.14 mmol) was dissolved in 20 mL of N,N-dimethylformamide and potassium carbonate (2.50 g, 18.1 mmol) was added. The mixture was stirred for 30 minutes and then 1-(2-chloro-ethyl)-piperidine hydrochloride (1.73 g, 9.40 mmol) was added. The mixture was heated to 60° C. for 6 hours, cooled to room temperature, the mixture was filtered through a plug of silica gel and rinsed with triethylamine/ethyl acetate (1/4). The filtrate was concentrated in vacuo to remove N,N-dimeth... Conditions: temperature 60 celsius, time 30 minute. The reactants are COC(C1=C(C(=CC(=C1)[N+](=O)[O-])[N+](=O)[O-])SCC1=CC=CC=C1)=O (2-benzylthio-3,5-dinitrobenzoic acid methyl ester). The reagents and catalysts are [Ni] (Raney nickel). Run in O1CCCC1 (tetrahydrofuran). Product: COC(C1=C(C(=CC(=C1)N)N)SCC1=CC=CC=C1)=O (2-benzylthio-3,5-diamino-benzoic acid methyl ester). As a reaction SMILES: [CH3:1][O:2][C:3](=[O:24])[C:4]1[CH:9]=[C:8]([N+:10]([O-])=O)[CH:7]=[C:6]([N+:13]([O-])=O)[C:5]=1[S:16][CH2:17][C:18]1[CH:23]=[CH:22][CH:21]=[CH:20][CH:19]=1>O1CCCC1.[Ni]>[CH3:1][O:2][C:3](=[O:24])[C:4]1[CH:9]=[C:8]([NH2:10])[CH:7]=[C:6]([NH2:13])[C:5]=1[S:16][CH2:17][C:18]1[CH:23]=[CH:22][CH:21]=[CH:20][CH:19]=1. Procedure: The 2-benzylthio-3,5-dinitrobenzoic acid methyl ester obtained in the previous stage (see Example 1.14), which is still damp, is dissolved in 2 l of tetrahydrofuran and hydrogenated at from 30° to 35° C. with the addition of 3×40 g of Raney nickel. The catalyst is then removed by filtration, the filtrate is concentrated and the residue is taken up in ethyl acetate. After drying over magnesium sulfate and treating with activated carbon and fuller's earth, the filtrate is concentrated and the prod... The reactants are C1CCOC1, Cc1ccccc1, CC(C)[Al+]C(C)C, COC(=O)c1c(-c2c(Cl)ccnc2Cl)noc1C(C)C, [H-]. Yields the product CC(C)c1onc(-c2c(Cl)ccnc2Cl)c1CO. Reaction SMILES: [CH2:36]1[O:37][CH2:38][CH2:39][CH2:40]1.[CH3:29][c:30]1[cH:31][cH:32][cH:33][cH:34][cH:35]1.[CH:22]([Al+:23][CH:24]([CH3:25])[CH3:26])([CH3:27])[CH3:28].[Cl:1][c:2]1[n:3][cH:4][cH:5][c:6]([Cl:20])[c:7]1-[c:8]1[n:9][o:10][c:11]([CH:17]([CH3:18])[CH3:19])[c:12]1[C:13](=[O:14])[O:15][CH3:16].[H-:21]>>[Cl:1][c:2]1[n:3][cH:4][cH:5][c:6]([Cl:20])[c:7]1-[c:8]1[n:9][o:10][c:11]([CH:17]([CH3:18])[CH3:19])[c:12]1[CH2:13][OH:14]. The reactants are Cl.NCC=1C=C2C(N(C(C2=CC1)=O)C1C(NC(CC1)=O)=O)=O (5-aminomethyl-2-(2,6-dioxo-piperidin-3-yl)-isoindole-1,3-dione hydrochloride), C(C)(C)(C)CC(=O)Cl (t-butylacetyl chloride), CCN(C(C)C)C(C)C (DIPEA). Solvent: C(Cl)Cl (CH2Cl2). Reaction conditions: time 18 hour. Product: O=C1NC(CCC1N1C(C2=CC=C(C=C2C1=O)CNC(CC(C)(C)C)=O)=O)=O (N-[2-(2,6-dioxo-piperidin-3-yl)-1,3-dioxo-2,3-dihydro-1H-isoindol-5-ylmethyl]-3,3-dimethyl-butyramide). Isolated yield 33.7%. RXN SMILES: Cl.[NH2:2][CH2:3][C:4]1[CH:5]=[C:6]2[C:10](=[CH:11][CH:12]=1)[C:9](=[O:13])[N:8]([CH:14]1[CH2:19][CH2:18][C:17](=[O:20])[NH:16][C:15]1=[O:21])[C:7]2=[O:22].[C:23]([CH2:27][C:28](Cl)=[O:29])([CH3:26])([CH3:25])[CH3:24].CCN(C(C)C)C(C)C>C(Cl)Cl>[O:21]=[C:15]1[CH:14]([N:8]2[C:7](=[O:22])[C:6]3[C:10](=[CH:11][CH:12]=[C:4]([CH2:3][NH:2][C:28](=[O:29])[CH2:27][C:23]([CH3:26])([CH3:25])[CH3:24])[CH:5]=3)[C:9]2=[O:13])[CH2:19][CH2:18][C:17](=[O:20])[NH:16]1 |f:0.1|. Procedure: To a stirred mixture of 5-aminomethyl-2-(2,6-dioxo-piperidin-3-yl)-isoindole-1,3-dione hydrochloride (0.97 g, 3.00 mmol) and t-butylacetyl chloride (0.40 g, 3.00 mmol) in CH2Cl2 (20 mL), was added DIPEA (1.05 mL, 6.00 mmol) at room temperature under nitrogen. After 18 h, solution was washed with dil. aq. HCl (2×50 mL), water (2×50 mL), dried (MgSO4) and then concentrated. The crude product was purified by column chromatography (0-5% MeOH CH2Cl2). The product fractions were combined, concentrated...